This data is from the Open Reaction Database (ORD), a public repository of structured organic reaction records. The task is: describe an organic reaction: reactants, conditions, products, and yield Run at time 8 hour. Reactants: Ice water, C(C1=CC=CC=C1)(=O)N1[C@H](C(=O)OC)C[C@@H](C1)O ((cis)-1-benzoyl-4-hydroxy-L-proline, methyl ester), C1(=CC=C(C=C1)S(=O)(=O)Cl)C (p-toluenesulfonyl chloride), C1(=CC=C(C=C1)S(=O)(=O)Cl)C (p-toluenesulfonyl chloride), C(C)(=O)OCC (ethyl acetate). Procedure details: A solution of (cis)-1-benzoyl-4-hydroxy-L-proline, methyl ester (1.9 g, 7.63 mmole) in pyridine (6 ml) was stirred under argon and treated with p-toluenesulfonyl chloride (1.75 g, 9.16 mmole). The reaction was stirred overnight, treated with additional p-toluenesulfonyl chloride (0.145 g, 0.76 mmole) and stirred for 24 hours. Ice water was added followed by ethyl acetate. The organic layer was washed with 1N HCl, brine, and dried. Filtration and concentration in vacuo afforded the title compound... Yields the product C(C1=CC=CC=C1)(=O)N1[C@H](C(=O)OC)C[C@@H](C1)OS(=O)(=O)C1=CC=C(C)C=C1 ((cis)-1-Benzoyl-4-tosyloxy-L-proline, methyl ester). As a reaction SMILES: [C:1]([N:9]1[CH2:17][C@@H:16]([OH:18])[CH2:15][C@H:10]1[C:11]([O:13][CH3:14])=[O:12])(=[O:8])[C:2]1[CH:7]=[CH:6][CH:5]=[CH:4][CH:3]=1.[C:19]1([CH3:29])[CH:24]=[CH:23][C:22]([S:25](Cl)(=[O:27])=[O:26])=[CH:21][CH:20]=1.C(OCC)(=O)C>N1C=CC=CC=1>[C:1]([N:9]1[CH2:17][C@@H:16]([O:18][S:25]([C:22]2[CH:23]=[CH:24][C:19]([CH3:29])=[CH:20][CH:21]=2)(=[O:27])=[O:26])[CH2:15][C@H:10]1[C:11]([O:13][CH3:14])=[O:12])(=[O:8])[C:2]1[CH:7]=[CH:6][CH:5]=[CH:4][CH:3]=1. Solvent: N1=CC=CC=C1 (pyridine). Starting materials: BrCC(CC)=O (1-bromobutan-2-one), C(C)(=O)[O-].[K+] (potassium acetate), CN(C=O)C (N,N-dimethylformamide). The solvent is O (Water). Conditions: time 5 day. Yields the product C(C)(=O)OCC(CC)=O (2-oxobutyl acetate). Isolated yield 95.6%. RXN SMILES: Br[CH2:2][C:3](=[O:6])[CH2:4][CH3:5].[C:7]([O-:10])(=[O:9])[CH3:8].[K+].CN(C)C=O>O>[C:7]([O:10][CH2:2][C:3](=[O:6])[CH2:4][CH3:5])(=[O:9])[CH3:8] |f:1.2|. Procedure: A mixture of 1-bromobutan-2-one (10 g, 66.2 mmol), potassium acetate (7.8 g, 79.4 mmol), and N,N-dimethylformamide (50 ml) was stirred at room temperature for 5 days. Water was added to the reaction mixture and extracted with diethyl ether twice. The organic layers were combined and washed with a saturated saline solution, dried over magnesium sulfate, and filtrated. The filtrate was concentrated under reduced pressure to obtain the title compound (8.24 g) in the form of a mixture with N,N-dimet... The reactants are C(C)(=O)OC(C)=O (Acetic anhydride), ON=C1C2=CC=CN2C=2C=CC=C3C=CN=C1C23 (7-hydroxyimino-7H-indolizino[5,6,7-ij]isoquinoline). The solvent is N1=CC=CC=C1 (pyridine). Run at temperature 10 celsius, time 5 minute. Product: C(C)(=O)ON=C1C2=CC=CN2C=2C=CC=C3C=CN=C1C23 (7-acetyloxyimino-7H-indolizino[5,6,7-ij]isoquinoline). As a reaction SMILES: C([O:4][C:5](=[O:7])[CH3:6])(=O)C.O[N:9]=[C:10]1[C:24]2[C:25]3[C:20]([CH:21]=[CH:22][N:23]=2)=[CH:19][CH:18]=[CH:17][C:16]=3[N:15]2[C:11]1=[CH:12][CH:13]=[CH:14]2>N1C=CC=CC=1>[C:5]([O:4][N:9]=[C:10]1[C:24]2[C:25]3[C:20]([CH:21]=[CH:22][N:23]=2)=[CH:19][CH:18]=[CH:17][C:16]=3[N:15]2[C:11]1=[CH:12][CH:13]=[CH:14]2)(=[O:7])[CH3:6]. Procedure details: Acetic anhydride (20 cc.) is added, over the course of 5 minutes, to a stirred suspension of 7-hydroxyimino-7H-indolizino[5,6,7-ij]isoquinoline (10 g.) in pyridine (100 cc.) kept at between 8° and 10° C. A brown solution is thus obtained. After stirring for 5 minutes at 10° C., the acetic acid ester crystallises. The mixture is kept at ambient temperature for a further 2 hours and then water (600 cc.) is added. The ochre-yellow crystals thus obtained are filtered off and washed copiously with wa...